Task: describe an organic reaction: reactants, conditions, products, and yield. Dataset: the Open Reaction Database (ORD), a public repository of structured organic reaction records As a reaction SMILES: [OH:1]S(O)(=O)=O.[CH2:6]([N:13]1[CH2:30][CH2:29][CH2:28][C:16]2([CH:21](C#N)[C:20](=[O:24])N[C:18](=[O:25])[CH:17]2C#N)[CH2:15][CH2:14]1)[C:7]1[CH:12]=[CH:11][CH:10]=[CH:9][CH:8]=1.[OH-:31].[Na+].Cl>O>[CH2:6]([N:13]1[CH2:30][CH2:29][CH2:28][C:16]([CH2:17][C:18]([OH:25])=[O:1])([CH2:21][C:20]([OH:24])=[O:31])[CH2:15][CH2:14]1)[C:7]1[CH:8]=[CH:9][CH:10]=[CH:11][CH:12]=1 |f:2.3|. The reactants are Cl (HCl), OS(=O)(=O)O (H2SO4), C(C1=CC=CC=C1)N1CCC2(C(C(NC(C2C#N)=O)=O)C#N)CCC1 (9-benzyl-2,4-dioxo-3,9-diazaspiro[5.6]dodecane-1,5-dicarbonitrile), [OH-].[Na+] (NaOH). Procedure details: 65% H2SO4 (17.5 ml) was added to a solid powder of 9-benzyl-2,4-dioxo-3,9-diazaspiro[5.6]dodecane-1,5-dicarbonitrile (3.5 g, 10.4 mmol) and the reaction mixture was heated at reflux for 2 h. Then the reaction mixture was cooled to RT, water (6.1 ml) was added and it was again heated at reflux for 20 h. After cooling to 0° C., the reaction mixture was first basified to pH ˜10-12 using 40% NaOH solution and then acidified to pH ˜2-3 using 2 N HCl solution. The solvent was removed under reduced pre... The product is C(C1=CC=CC=C1)N1CCC(CCC1)(CC(=O)O)CC(=O)O (2,2′-(1-Benzylazepane-4,4-diyl)diacetic acid). Solvent: O (water). Starting materials: C(C(F)(Cl)Cl)(F)(F)F (CFC-114a), C(C)OCC (diethyl ether), aldehyde, Cl (hydrochloric acid). Product: C(F)(F)(F)C(Cl)(F)CO (CF3CClFCH2OH). Reaction SMILES: [C:1]([F:8])([F:7])([F:6])[C:2](Cl)([Cl:4])[F:3].Cl.[CH2:10]([O:12]CC)C>>[C:1]([C:2]([CH2:10][OH:12])([F:3])[Cl:4])([F:8])([F:7])[F:6]. Procedure: The reaction product of CFC-114a, an aldehyde and a reactive metal may be neutralized by diluting the reaction product mixture with a mixture of a solvent, ice, and an aqueous solution of an acid. The solvent can be any commonly used organic solvent, such as diethyl ether. The aqueous solution of an acid may be an aqueous solution of a common mineral acid, such as hydrochloric acid. After stirring the resulting mixture for a period of time, the layer comprising the organic solvent is separated. ... Reactants: ClC=1C=C(C=C(C1OC1=NNC(C(=C1)C(C)C)=O)Cl)CCOC(C)=O (Acetic acid 2-[3,5-dichloro-4-(5-isopropyl-6-oxo-1,6-dihydro-pyridazin-3-yloxy)-phenyl]-ethyl ester), C([O-])([O-])=O.[K+].[K+] (potassium carbonate), CI (methyl iodide), CI (methyl iodide), C([O-])([O-])=O.[K+].[K+] (potassium carbonate). Run at temperature 40 celsius, time 24 hour. Yields the product ClC=1C=C(C=C(C1OC1=NN(C(C(=C1)C(C)C)=O)C)Cl)CCOC(C)=O (acetic acid 2-[3,5-dichloro-4-(5-isopropyl-1-methyl-6-oxo-1,6-dihydro-pyridazin-3-yloxy)-phenyl]-ethyl ester). Yield: 71.7%. RXN SMILES: [Cl:1][C:2]1[CH:3]=[C:4]([CH2:20][CH2:21][O:22][C:23](=[O:25])[CH3:24])[CH:5]=[C:6]([Cl:19])[C:7]=1[O:8][C:9]1[CH:14]=[C:13]([CH:15]([CH3:17])[CH3:16])[C:12](=[O:18])[NH:11][N:10]=1.[C:26](=O)([O-])[O-].[K+].[K+].CI>>[Cl:1][C:2]1[CH:3]=[C:4]([CH2:20][CH2:21][O:22][C:23](=[O:25])[CH3:24])[CH:5]=[C:6]([Cl:19])[C:7]=1[O:8][C:9]1[CH:14]=[C:13]([CH:15]([CH3:17])[CH3:16])[C:12](=[O:18])[N:11]([CH3:26])[N:10]=1 |f:1.2.3|. Procedure details: A mixture of acetic acid 2-[3,5-dichloro-4-(5-isopropyl-6-oxo-1,6-dihydro-pyridazin-3-yloxy)-phenyl]-ethyl ester (34) (531 mg, 1.38 mmol), potassium carbonate (280 mg, 2.03 mmol) and methyl iodide (2 mL, 32.1 mmol) was warmed to 40° C. for 2 h. Additional methyl iodide was added (1 mL, 16.05 mmol) followed by potassium carbonate (140 mg, 1.01 mmol). The mixture was heated at 40° C. for 2 h and then was stirred at room temperature for 24 h. The reaction mixture was concentrated and the resulting ... Starting materials: FC(C1=CC=C(C=C1)C(C1C(CCCC1)N1CCC1)O)(F)F (1-[2-[[4-(trifluoromethyl)phenyl](hydroxy)methyl]cyclohexyl]azetidine), S(O)(O)(=O)=O (sulfuric acid), [OH-].[Na+] (sodium hydroxide). Reaction conditions: time 20 minute. The product is FC(C1=CC=C(C=C1)\C=C/1\C(CCCC1)N1CCC1)(F)F ((±)-(E)-1-[2-[[4-(trifluoromethyl)phenyl]methylene]cyclohexyl]azetidine). Reaction SMILES: [F:1][C:2]([F:22])([F:21])[C:3]1[CH:8]=[CH:7][C:6]([CH:9](O)[CH:10]2[CH2:15][CH2:14][CH2:13][CH2:12][CH:11]2[N:16]2[CH2:19][CH2:18][CH2:17]2)=[CH:5][CH:4]=1.S(=O)(=O)(O)O.[OH-].[Na+]>>[F:22][C:2]([F:1])([F:21])[C:3]1[CH:4]=[CH:5][C:6](/[CH:9]=[C:10]2/[CH:11]([N:16]3[CH2:19][CH2:18][CH2:17]3)[CH2:12][CH2:13][CH2:14][CH2:15]/2)=[CH:7][CH:8]=1 |f:2.3|. Procedure details: A 0.4 g (1.3 mmole) portion of 1-[2-[[4-(trifluoromethyl)phenyl](hydroxy)methyl]cyclohexyl]azetidine, from step A above was added during 5 min to 4 ml of ice cooled sulfuric acid. The mixture was stirred in ice for 20 min. The resulting mixture was poured into ice, basified with sodium hydroxide, and extracted with six 30 ml portions of chloroform. The chloroform extracts were combined and dried with magnesium sulfate and evaporated to give 0.173 g of (±)-(E)-1-[2-[[4-(trifluoromethyl)phenyl]met... Starting materials: Oc1cc(Br)cc(Br)c1, O=C([O-])[O-], CC(C)=O, CCOC(C)=O, CI, [K+], [K+], O. As a reaction SMILES: [Br:1][c:2]1[cH:3][c:4]([OH:9])[cH:5][c:6]([Br:8])[cH:7]1.[C:10](=[O:11])([O-:12])[O-:13].[CH3:18][C:19](=[O:20])[CH3:21].[CH3:23][CH2:24][O:25][C:26](=[O:27])[CH3:28].[I:16][CH3:17].[K+:14].[K+:15].[OH2:22]>>[Br:1][c:2]1[cH:3][c:4]([O:9][CH3:10])[cH:5][c:6]([Br:8])[cH:7]1. The product is COc1cc(Br)cc(Br)c1. The reactants are ClC(C(=O)NC1=C(C=CC=C1C(F)(F)F)C(CC(=O)NC=1SC=CN1)=O)CC (2-[(2-chloro-1-oxo-butyl)-amino]-β-oxo-N-(2-thiazolyl)-3-trifluoromethyl-benzenepropanamide). The reagents and catalysts are CN(C1=CC=NC=C1)C (4-dimethylamino-pyridine). The solvent is O1CCCC1 (tetrahydrofuran). The product is C(C)C1OC(C=2C1=NC=1C(=CC=CC1C2O)C(F)(F)F)=NC=2SC=CN2 (1,3-dihydro-3-ethyl-1-[(2-thiazolyl)-imino]-5-trifluoromethyl-furo[3,4-b]quinoline-9-ol). Isolated yield 91.5%. As a reaction SMILES: Cl[CH:2]([CH2:27][CH3:28])[C:3]([NH:5][C:6]1[C:11]([C:12]([F:15])([F:14])[F:13])=[CH:10][CH:9]=[CH:8][C:7]=1[C:16](=[O:26])[CH2:17][C:18]([NH:20][C:21]1[S:22][CH:23]=[CH:24][N:25]=1)=[O:19])=O>O1CCCC1.CN(C)C1C=CN=CC=1>[CH2:27]([CH:2]1[C:3]2=[N:5][C:6]3[C:11]([C:12]([F:15])([F:14])[F:13])=[CH:10][CH:9]=[CH:8][C:7]=3[C:16]([OH:26])=[C:17]2[C:18](=[N:20][C:21]2[S:22][CH:23]=[CH:24][N:25]=2)[O:19]1)[CH3:28]. Procedure details: A solution of 1 g of the product of Step B in 20 ml of tetrahydrofuran and 0.34 g of 4-dimethylamino-pyridine was refluxed for 90 minutes and was evaporated to dryness under reduced pressure. The residue was added to 10 ml of water and was vacuum filtered. The product was dried under reduced pressure at 90° C. to obtain 0.8 g of 1,3-dihydro-3-ethyl-1-[(2-thiazolyl)-imino]-5-trifluoromethyl-furo[3,4-b]quinoline-9-ol melting towards 250°-260° C. Starting materials: COC(OC)OC (trimethoxymethane), C(C=1C(N)=CC=CC1)(=O)OC (methyl anthranilate), NC1=NN=NN1 (5-aminotetrazole). The solvent is CC(C)O (2-propanol). Run at temperature 80 celsius, time 35 minute. Yields the product N1N=NN=C1NC=NC1=C(C=CC=C1)C(=O)OC (N1 -(1H-tetrazol-5-yl)-N2 -(2-carbomethoxyphenyl)formamidine). RXN SMILES: [NH2:1][C:2]1[NH:6][N:5]=[N:4][N:3]=1.[CH3:7]OC(OC)OC.[C:14]([O:23][CH3:24])(=[O:22])[C:15]1[C:16](=[CH:18][CH:19]=[CH:20][CH:21]=1)[NH2:17]>CC(O)C>[NH:3]1[C:2]([NH:1][CH:7]=[N:17][C:16]2[CH:18]=[CH:19][CH:20]=[CH:21][C:15]=2[C:14]([O:23][CH3:24])=[O:22])=[N:6][N:5]=[N:4]1. Procedure details: A mixture of 5 g of 5-aminotetrazole and 150 ml of 2-propanol was heated to 80° C. under nitrogen. To the resulting heterogeneous mixture was added 7 g of trimethoxymethane and 9.3 g of methyl anthranilate. The mixture was stirred for 35 minutes and then cooled to 30° C. The white crystals which formed were separated by filtration, washed with 2-propanol and vacuum oven dried to give N1 -(1H-tetrazol-5-yl)-N2 -(2-carbomethoxyphenyl)formamidine. The reactants are C1(=CC=CC=C1)P(C1=CC=CC=C1)C1=CC=CC=C1 (triphenylphosphine), cuprous iodide, ClC=1C=CC(=C(C(=O)C2=CC=CC=C2)C1)I (5-chloro-2-iodobenzophenone), C(C)NCC (diethylamine), C(C#C)N1C(C=2C(C1=O)=CC=CC2)=O (N-propargylphthalimide). The reagents and catalysts are [Pd](Cl)Cl (palladium chloride). The solvent is C(Cl)Cl (methylene chloride). The product is ClC1=CC(=C(C=C1)C#CCN1C(C=2C(C1=O)=CC=CC2)=O)C(C2=CC=CC=C2)=O (1-[4-Chloro-2-benzoylphenyl]-3-phthalimidopropyne). As a reaction SMILES: C1(P(C2C=CC=CC=2)C2C=CC=CC=2)C=CC=CC=1.[Cl:20][C:21]1[CH:22]=[CH:23][C:24](I)=[C:25]([CH:34]=1)[C:26]([C:28]1[CH:33]=[CH:32][CH:31]=[CH:30][CH:29]=1)=[O:27].C(NCC)C.[CH2:41]([N:44]1[C:48](=[O:49])[C:47]2=[CH:50][CH:51]=[CH:52][CH:53]=[C:46]2[C:45]1=[O:54])[C:42]#[CH:43]>[Pd](Cl)Cl.C(Cl)Cl>[Cl:20][C:21]1[CH:22]=[CH:23][C:24]([C:43]#[C:42][CH2:41][N:44]2[C:48](=[O:49])[C:47]3=[CH:50][CH:51]=[CH:52][CH:53]=[C:46]3[C:45]2=[O:54])=[C:25]([C:26](=[O:27])[C:28]2[CH:33]=[CH:32][CH:31]=[CH:30][CH:29]=2)[CH:34]=1. Reported procedure: A mixture of 0.71 g (4.0 mmole) of palladium chloride, 2.1 g (8.0 mmole) of triphenylphosphine, 0.80 g (4.2 mmole) of cuprous iodide, 68.8 g (0.20 mole) of 5-chloro-2-iodobenzophenone, 200 ml of diethylamine, and 400 ml of methylene chloride was stirred at room temperature under argon until complete solution was obtained. In one portion, 40.0 g (0.22 mole) of N-propargylphthalimide was added to the solution and the resulting mixture stirred for 20 hr. The volatiles were removed at reduced pressu... The reactants are CCOc1cc(N[N+](=O)[O-])nnc1OCC, CC(=O)O, O, [Zn]. Product: CCOc1cc(NN)nnc1OCC. Reaction SMILES: [CH2:1]([CH3:2])[O:3][c:4]1[cH:5][c:6]([NH:13][N+:14]([O-:15])=[O:16])[n:7][n:8][c:9]1[O:10][CH2:11][CH3:12].[CH3:17][C:18](=[O:19])[OH:20].[OH2:21].[Zn:22]>>[CH2:1]([CH3:2])[O:3][c:4]1[cH:5][c:6]([NH:13][NH2:14])[n:7][n:8][c:9]1[O:10][CH2:11][CH3:12]. Run at temperature 25 celsius, time 8 hour. RXN SMILES: [CH3:1][S:2][C:3]1[CH:8]=[CH:7][C:6]([C:9]2[N:10]=[C:11]3[CH2:22][CH2:21][CH2:20][N:12]3[C:13]=2[C:14]2[CH:19]=[CH:18][N:17]=[CH:16][CH:15]=2)=[CH:5][CH:4]=1.ClC1C=CC=C(C(OO)=[O:31])C=1>C(Cl)(Cl)Cl>[CH3:1][S:2]([C:3]1[CH:4]=[CH:5][C:6]([C:9]2[N:10]=[C:11]3[CH2:22][CH2:21][CH2:20][N:12]3[C:13]=2[C:14]2[CH:19]=[CH:18][N:17]=[CH:16][CH:15]=2)=[CH:7][CH:8]=1)=[O:31]. The product is CS(=O)C1=CC=C(C=C1)C=1N=C2N(C1C1=CC=NC=C1)CCC2 ((4-Methylsulfinylphenyl)-3-(4-pyridyl)-6,7-dihydro-[5H]pyrrolo[1,2 a]imidazole). Solvent: C(Cl)(Cl)Cl (chloroform), C(Cl)(Cl)Cl (chloroform). Reported procedure: To a stirred solution of 5.0 g (16.3 mmoles) of 2-(4-methylthiophenyl)-3-(4-pyridyl)-6,7-dihydro [5H]-pyrrolo[1,2 a]imidazole of Example 3 dissolved in 75 ml of chloroform, chilled in an ice bath, was added dropwise a solution of 3.30 g (16.3 mmoles) of 85% 3-chloroperbenzoic acid in chloroform. After stirring at 25° C. overnight, the reaction mixture was washed with 5% sodium carbonate, dried over anhydrous potassium carbonate, and stripped in vacuo. The residue was flash chromatographed on sil... Starting materials: CSC1=CC=C(C=C1)C=1N=C2N(C1C1=CC=NC=C1)CCC2 (2-(4-methylthiophenyl)-3-(4-pyridyl)-6,7-dihydro [5H]-pyrrolo[1,2 a]imidazole), ClC1=CC(=CC=C1)C(=O)OO (3-chloroperbenzoic acid).